Dataset: the Open Reaction Database (ORD), a public repository of structured organic reaction records. Task: describe an organic reaction: reactants, conditions, products, and yield Starting materials: CCCC(CO)(OC(C)C)c1ccc(Cl)cc1Cl, COC(=O)N=NC(=O)OC, C1CCOC1, c1ccc(P(c2ccccc2)c2ccccc2)cc1, c1nc[nH]n1. Yields the product CCCC(Cn1cncn1)(OC(C)C)c1ccc(Cl)cc1Cl. As a reaction SMILES: [Cl:11][c:12]1[c:13]([C:19]([CH2:20][OH:21])([CH2:22][CH2:23][CH3:24])[O:25][CH:26]([CH3:27])[CH3:28])[cH:14][cH:15][c:16]([Cl:18])[cH:17]1.[N:1]([C:2]([O:3][CH3:4])=[O:5])=[N:6][C:7]([O:8][CH3:9])=[O:10].[O:53]1[CH2:54][CH2:55][CH2:56][CH2:57]1.[c:29]1([P:30]([c:31]2[cH:32][cH:33][cH:34][cH:35][cH:36]2)[c:37]2[cH:38][cH:39][cH:40][cH:41][cH:42]2)[cH:43][cH:44][cH:45][cH:46][cH:47]1.[nH:48]1[n:49][cH:50][n:51][cH:52]1>>[Cl:11][c:12]1[c:13]([C:19]([CH2:20][n:48]2[n:49][cH:50][n:51][cH:52]2)([CH2:22][CH2:23][CH3:24])[O:25][CH:26]([CH3:27])[CH3:28])[cH:14][cH:15][c:16]([Cl:18])[cH:17]1. Reactants: N1(CCOCC1)CC=1C=C(OCCOC=2C(=NC=CN2)N2CCN(CC2)C(=O)OC(C)(C)C)C=CC1 (tert-Butyl 4-(3-{2-[3-(4-morpholinylmethyl)phenoxy]ethoxy}-2-pyrazinyl)-1-piperazinecarboxylate), 0.1, Cl (hydrogen chloride). The solvent is CCOCC (ether), CCOCC (ether). Yields the product N1(CCNCC1)C1=NC=CN=C1OCCOC1=CC(=CC=C1)CN1CCOCC1 (2-(1-Piperazinyl)-3-{2-[3-(4-morpholinylmethyl)phenoxy]ethoxy}pyrazine). Isolated yield 29.0%. Reaction SMILES: [N:1]1([CH2:7][C:8]2[CH:9]=[C:10]([CH:34]=[CH:35][CH:36]=2)[O:11][CH2:12][CH2:13][O:14][C:15]2[C:16]([N:21]3[CH2:26][CH2:25][N:24](C(OC(C)(C)C)=O)[CH2:23][CH2:22]3)=[N:17][CH:18]=[CH:19][N:20]=2)[CH2:6][CH2:5][O:4][CH2:3][CH2:2]1.Cl>CCOCC>[N:21]1([C:16]2[C:15]([O:14][CH2:13][CH2:12][O:11][C:10]3[CH:34]=[CH:35][CH:36]=[C:8]([CH2:7][N:1]4[CH2:6][CH2:5][O:4][CH2:3][CH2:2]4)[CH:9]=3)=[N:20][CH:19]=[CH:18][N:17]=2)[CH2:26][CH2:25][NH:24][CH2:23][CH2:22]1. Procedure: The product from step 4 above (54 mg, 0.1 1 mmol) was dissolved in dry ether (20 mL), stirred at room temperature and treated with hydrogen chloride in ether (˜6 M; 5 mL). The resulting white suspension was stirred for 2 h, then quickly filtered off. The hydrochloride salt (hygroscopic), was dissolved in water and neutralized with sodium carbonate. The free base was extracted into dichloromethane. The organic layers were dried magnesium sulfat, filtered, and concentrated in vacuo to furnish 13 m... The reactants are Br, COc1cc(-c2ccc(C)nc2C)cc2ccc(=O)[nH]c12, [Na+], [OH-], O. The product is Cc1ccc(-c2cc(O)c3[nH]c(=O)ccc3c2)c(C)n1. Reaction SMILES: [BrH:22].[CH3:1][O:2][c:3]1[cH:4][c:5](-[c:14]2[c:15]([CH3:21])[n:16][c:17]([CH3:20])[cH:18][cH:19]2)[cH:6][c:7]2[cH:8][cH:9][c:10](=[O:13])[nH:11][c:12]12.[Na+:24].[OH-:23].[OH2:25]>>[OH:2][c:3]1[cH:4][c:5](-[c:14]2[c:15]([CH3:21])[n:16][c:17]([CH3:20])[cH:18][cH:19]2)[cH:6][c:7]2[cH:8][cH:9][c:10](=[O:13])[nH:11][c:12]12. The reactants are COc1cc(C(=O)N(C)c2ccc(C)cc2OCCCCCC(=O)O)ccc1NC(=O)c1ccccc1OCCCNC(=O)OC(C)(C)C, CCN=C=NCCCN(C)C, CN(C)c1ccncc1, ClC(Cl)Cl, ClCCl, Cl. Yields the product COc1cc(C(=O)N(C)c2ccc(C)cc2OCCCCCC(=O)OCCN(C)C)ccc1NC(=O)c1ccccc1OCCCNC(=O)OC(C)(C)C. RXN SMILES: [C:1]([CH3:2])([CH3:3])([CH3:4])[O:5][C:6](=[O:7])[NH:8][CH2:9][CH2:10][CH2:11][O:12][c:13]1[c:14]([C:15](=[O:16])[NH:17][c:18]2[c:19]([O:44][CH3:45])[cH:20][c:21]([C:22](=[O:23])[N:24]([c:25]3[c:26]([O:32][CH2:33][CH2:34][CH2:35][CH2:36][CH2:37][C:38](=[O:39])[OH:40])[cH:27][c:28]([CH3:31])[cH:29][cH:30]3)[CH3:41])[cH:42][cH:43]2)[cH:46][cH:47][cH:48][cH:49]1.[CH2:51]([N:52]=[C:53]=[N:54][CH2:55][CH2:57][CH2:58][N:59]([CH3:60])[CH3:61])[CH3:56].[CH3:62][N:63]([CH3:64])[c:65]1[cH:66][cH:67][n:68][cH:69][cH:70]1.[CH:74]([Cl:75])([Cl:76])[Cl:77].[Cl:71][CH2:72][Cl:73].[ClH:50]>>[C:1]([CH3:2])([CH3:3])([CH3:4])[O:5][C:6](=[O:7])[NH:8][CH2:9][CH2:10][CH2:11][O:12][c:13]1[c:14]([C:15](=[O:16])[NH:17][c:18]2[c:19]([O:44][CH3:45])[cH:20][c:21]([C:22](=[O:23])[N:24]([c:25]3[c:26]([O:32][CH2:33][CH2:34][CH2:35][CH2:36][CH2:37][C:38](=[O:39])[O:40][CH2:57][CH2:58][N:59]([CH3:60])[CH3:61])[cH:27][c:28]([CH3:31])[cH:29][cH:30]3)[CH3:41])[cH:42][cH:43]2)[cH:46][cH:47][cH:48][cH:49]1. Reactants: [Al+3], CC(C)N1Cc2ccccc2CC1C(=O)O, [H-], [H-], [H-], [H-], [Li+], [Na+], C1CCOC1, [OH-], O. The product is CC(C)N1Cc2ccccc2CC1CO. As a reaction SMILES: [Al+3:18].[CH:1]([CH3:2])([CH3:3])[N:4]1[CH2:5][c:6]2[cH:7][cH:8][cH:9][cH:10][c:11]2[CH2:12][CH:13]1[C:14](=[O:15])[OH:16].[H-:17].[H-:20].[H-:21].[H-:22].[Li+:19].[Na+:25].[O:26]1[CH2:27][CH2:28][CH2:29][CH2:30]1.[OH-:24].[OH2:23]>>[CH:1]([CH3:2])([CH3:3])[N:4]1[CH2:5][c:6]2[cH:7][cH:8][cH:9][cH:10][c:11]2[CH2:12][CH:13]1[CH2:14][OH:15]. Reactants: Cl (HCl), ClC1=C(C=CC2=C1N(C(=N2)[C@H](C)NC2=C1N=CN(C1=NC=N2)C2OCCCC2)C2=CC=CC=C2)F ([(S)-1-(7-chloro-6-fluoro-1-phenyl-1H-benzoimidazol-2-yl)ethyl]-[9-(tetrahydropyran-2-yl)-9H-purin-6-yl]amine). Solvent: O1CCOCC1 (dioxane), CO (MeOH). Conditions: time 1 hour. Yields the product ClC1=C(C=CC2=C1N(C(=N2)C(C)NC2=C1N=CNC1=NC=N2)C2=CC=CC=C2)F ([1-(7-Chloro-6-fluoro-1-phenyl-1H-benzoimidazol-2-yl)-ethyl]-(9H-purin-6-yl)-amine). The yield is 69.2%. As a reaction SMILES: Cl.[Cl:2][C:3]1[C:8]2[N:9]([C:30]3[CH:35]=[CH:34][CH:33]=[CH:32][CH:31]=3)[C:10]([C@@H:12]([NH:14][C:15]3[N:23]=[CH:22][N:21]=[C:20]4[C:16]=3[N:17]=[CH:18][N:19]4C3CCCCO3)[CH3:13])=[N:11][C:7]=2[CH:6]=[CH:5][C:4]=1[F:36]>O1CCOCC1.CO>[Cl:2][C:3]1[C:8]2[N:9]([C:30]3[CH:31]=[CH:32][CH:33]=[CH:34][CH:35]=3)[C:10]([CH:12]([NH:14][C:15]3[N:23]=[CH:22][N:21]=[C:20]4[C:16]=3[N:17]=[CH:18][NH:19]4)[CH3:13])=[N:11][C:7]=2[CH:6]=[CH:5][C:4]=1[F:36]. Procedure: 4N HCl in dioxane (0.5 mL) was added to a solution of [(S)-1-(7-chloro-6-fluoro-1-phenyl-1H-benzoimidazol-2-yl)ethyl]-[9-(tetrahydropyran-2-yl)-9H-purin-6-yl]amine (166 mg, 0.34 mmol) in MeOH (5 mL) and the mixture was stirred at RT for 1 h. The volatiles were removed in vacuo and the resulting residue was purified by HPLC (Phenomenex Gemini 5 μm C18 on a 25 min gradient 10-90%, 0.1% HCO2H in acetonitrile/water) to afford 179 (96 mg, 69%). LCMS (Method K): RT 3.80 min [M+H]+ 408.0/409.9/411.08. ...